Dataset: the Open Reaction Database (ORD), a public repository of structured organic reaction records. Task: describe an organic reaction: reactants, conditions, products, and yield The reactants are C(C1=CC=CC=C1)N([C@@H](CCCCN)C(=O)O)C(=O)OC(C)(C)C (benzyl-Boc-L-lysine), residue, N,N-dicyclohexylcarbodiimide. Solvent: C(Cl)Cl (methylene chloride), C(Cl)Cl (methylene chloride). Run at time 10 minute. Product: N[C@@H](CCCCN)C(=O)O (L-lysine). As a reaction SMILES: C([N:8](C(OC(C)(C)C)=O)[C@H:9]([C:15]([OH:17])=[O:16])[CH2:10][CH2:11][CH2:12][CH2:13][NH2:14])C1C=CC=CC=1>C(Cl)Cl>[NH2:8][C@H:9]([C:15]([OH:17])=[O:16])[CH2:10][CH2:11][CH2:12][CH2:13][NH2:14]. Procedure details: While maintaining the nitrogen gas atmosphere, three fold molar excess of resin capacity of benzyl-Boc-L-lysine [Lus (Z), Peninsula, supra.] dissolved in methylene chloride is added to the residue of Step (D) above. The resulting mixture is shaken and after about 10 minutes, 3 fold molar excess of N,N-dicyclohexylcarbodiimide dissolved in 10-15 ml. of methylene chloride is added with stirring. The resulting mixture is shaken at room temperature for 4.5 to 5 hours. At the end of this period, the ... Reactants: C1(=CC=CC=C1)OC1=CC=CC=C1 (diphenyl ether), C(=O)(O)C1=C(C=CC=C1)C1=NC2=CC=C(C=C2C(=C1)C(=O)O)C (2-(2-carboxyphenyl)-6-methyl-4-quinolinecarboxylic acid), [OH-].[Na+] (sodium hydroxide). Reagents/catalysts: [Cu]=O (copper oxide). The solvent is O (water). Run at temperature 170 celsius. The product is CC=1C=C2C=CC(=NC2=CC1)C1=C(C(=O)O)C=CC=C1 (2-(6-methylquinolin-2-yl)benzoic acid). Isolated yield 46.7%. RXN SMILES: C1(OC2C=CC=CC=2)C=CC=CC=1.[C:14]([C:17]1[CH:22]=[CH:21][CH:20]=[CH:19][C:18]=1[C:23]1[CH:32]=[C:31](C(O)=O)[C:30]2[C:25](=[CH:26][CH:27]=[C:28]([CH3:36])[CH:29]=2)[N:24]=1)([OH:16])=[O:15].[OH-].[Na+]>[Cu]=O.O>[CH3:36][C:28]1[CH:29]=[C:30]2[C:25](=[CH:26][CH:27]=1)[N:24]=[C:23]([C:18]1[CH:19]=[CH:20][CH:21]=[CH:22][C:17]=1[C:14]([OH:16])=[O:15])[CH:32]=[CH:31]2 |f:2.3|. Reported procedure: To 3 ml of diphenyl ether were added 0.5 g of the 2-(2-carboxyphenyl)-6-methyl-4-quinolinecarboxylic acid obtained in Example 2. After adding 6.5 mg of copper oxide, the mixture was heated at 170° C. for 1 hour. Then the reaction mixture was poured into water, made alkaline by adding sodium hydroxide and washed with ethyl acetate. The aqueous layer was neutralized with 3M hydrochloric acid until a precipitate was formed. After extracting with ethyl acetate, 0.2 g of 2-(6-methylquinolin-2-yl)benz... Reactants: CS(=O)(=O)c1nccc(Oc2ccc(NC(=O)c3cc(F)cc(N4CCCCC4)c3)c3ccccc23)n1, NC1(CO)CCCC1. Product: O=C(Nc1ccc(Oc2ccnc(NC3(CO)CCCC3)n2)c2ccccc12)c1cc(F)cc(N2CCCCC2)c1. RXN SMILES: [F:1][c:2]1[cH:3][c:4]([C:5](=[O:6])[NH:7][c:8]2[cH:9][cH:10][c:11]([O:18][c:19]3[n:20][c:21]([S:25]([CH3:26])(=[O:27])=[O:28])[n:22][cH:23][cH:24]3)[c:12]3[cH:13][cH:14][cH:15][cH:16][c:17]23)[cH:29][c:30]([N:32]2[CH2:33][CH2:34][CH2:35][CH2:36][CH2:37]2)[cH:31]1.[NH2:38][C:39]1([CH2:44][OH:45])[CH2:40][CH2:41][CH2:42][CH2:43]1>>[F:1][c:2]1[cH:3][c:4]([C:5](=[O:6])[NH:7][c:8]2[cH:9][cH:10][c:11]([O:18][c:19]3[n:20][c:21]([NH:38][C:39]4([CH2:44][OH:45])[CH2:40][CH2:41][CH2:42][CH2:43]4)[n:22][cH:23][cH:24]3)[c:12]3[cH:13][cH:14][cH:15][cH:16][c:17]23)[cH:29][c:30]([N:32]2[CH2:33][CH2:34][CH2:35][CH2:36][CH2:37]2)[cH:31]1.